Task: describe an organic reaction: reactants, conditions, products, and yield. Dataset: the Open Reaction Database (ORD), a public repository of structured organic reaction records Starting materials: O=C1Cc2ccc(Br)cc2N1, C1CCNCC1, CO, O=Cc1ccc[nH]1. Yields the product O=C1Nc2cc(Br)ccc2C1=Cc1ccc[nH]1. As a reaction SMILES: [Br:1][c:2]1[cH:3][cH:4][c:5]2[c:9]([cH:10]1)[NH:8][C:7](=[O:11])[CH2:6]2.[CH2:19]1[CH2:20][CH2:21][NH:22][CH2:23][CH2:24]1.[CH3:25][OH:26].[nH:12]1[c:13]([CH:17]=[O:18])[cH:14][cH:15][cH:16]1>>[Br:1][c:2]1[cH:3][cH:4][c:5]2[c:9]([cH:10]1)[NH:8][C:7](=[O:11])[C:6]2=[CH:17][c:13]1[nH:12][cH:16][cH:15][cH:14]1. The product is Cc1ccc(C(=O)Nc2ccc(F)cc2)cc1-c1nc(N2CCC(N3CCCC3)CC2)nc2c1CNC(=O)N2c1c(F)cccc1F. Starting materials: O=C([O-])[O-], O=C1NCc2c(Cl)nc(N3CCC(N4CCCC4)CC3)nc2N1c1c(F)cccc1F, Cc1ccc(C(=O)Nc2ccc(F)cc2)cc1B1OC(C)(C)C(C)(C)O1, [K+], [K+], C1COCCO1, c1ccc(P(c2ccccc2)(c2ccccc2)[Pd](P(c2ccccc2)(c2ccccc2)c2ccccc2)(P(c2ccccc2)(c2ccccc2)c2ccccc2)P(c2ccccc2)(c2ccccc2)c2ccccc2)cc1. RXN SMILES: [C:32](=[O:33])([O-:34])[O-:35].[Cl:1][c:2]1[c:3]2[c:4]([n:5][c:6]([N:8]3[CH2:9][CH2:10][CH:11]([N:14]4[CH2:15][CH2:16][CH2:17][CH2:18]4)[CH2:12][CH2:13]3)[n:7]1)[N:19]([c:24]1[c:25]([F:31])[cH:26][cH:27][cH:28][c:29]1[F:30])[C:20](=[O:23])[NH:21][CH2:22]2.[F:38][c:39]1[cH:40][cH:41][c:42]([NH:45][C:46]([c:47]2[cH:48][c:49]([B:54]3[O:55][C:56]([CH3:57])([CH3:58])[C:59]([CH3:60])([CH3:61])[O:62]3)[c:50]([CH3:53])[cH:51][cH:52]2)=[O:63])[cH:43][cH:44]1.[K+:36].[K+:37].[O:64]1[CH2:65][CH2:66][O:67][CH2:68][CH2:69]1.[cH:70]1[cH:71][cH:72][c:73]([P:74]([Pd:75]([P:76]([c:77]2[cH:78][cH:79][cH:80][cH:81][cH:82]2)([c:83]2[cH:84][cH:85][cH:86][cH:87][cH:88]2)[c:89]2[cH:90][cH:91][cH:92][cH:93][cH:94]2)([P:95]([c:96]2[cH:97][cH:98][cH:99][cH:100][cH:101]2)([c:102]2[cH:103][cH:104][cH:105][cH:106][cH:107]2)[c:108]2[cH:109][cH:110][cH:111][cH:112][cH:113]2)[P:114]([c:115]2[cH:116][cH:117][cH:118][cH:119][cH:120]2)([c:121]2[cH:122][cH:123][cH:124][cH:125][cH:126]2)[c:127]2[cH:128][cH:129][cH:130][cH:131][cH:132]2)([c:133]2[cH:134][cH:135][cH:136][cH:137][cH:138]2)[c:139]2[cH:140][cH:141][cH:142][cH:143][cH:144]2)[cH:145][cH:146]1>>[c:2]1(-[c:49]2[cH:48][c:47]([C:46]([NH:45][c:42]3[cH:41][cH:40][c:39]([F:38])[cH:44][cH:43]3)=[O:63])[cH:52][cH:51][c:50]2[CH3:53])[c:3]2[c:4]([n:5][c:6]([N:8]3[CH2:9][CH2:10][CH:11]([N:14]4[CH2:15][CH2:16][CH2:17][CH2:18]4)[CH2:12][CH2:13]3)[n:7]1)[N:19]([c:24]1[c:25]([F:31])[cH:26][cH:27][cH:28][c:29]1[F:30])[C:20](=[O:23])[NH:21][CH2:22]2. Starting materials: O=C1NCCN2C(=O)c3ccccc3C12, O=C(Cl)C1CCCCC1. Product: O=C(C1CCCCC1)N1CCN2C(=O)c3ccccc3C2C1=O. RXN SMILES: [C:1]1(=[O:15])[NH:2][CH2:3][CH2:4][N:5]2[CH:6]1[c:7]1[cH:8][cH:9][cH:10][cH:11][c:12]1[C:13]2=[O:14].[CH:16]1([C:22](=[O:23])[Cl:24])[CH2:17][CH2:18][CH2:19][CH2:20][CH2:21]1>>[C:1]1(=[O:15])[N:2]([C:22]([CH:16]2[CH2:17][CH2:18][CH2:19][CH2:20][CH2:21]2)=[O:23])[CH2:3][CH2:4][N:5]2[CH:6]1[c:7]1[cH:8][cH:9][cH:10][cH:11][c:12]1[C:13]2=[O:14]. The reactants are Clc1ccc(Br)cc1, CCCC1CN(C)CCC1=O, [Li]CCCC, COC(C)(C)C. Product: CCCC1CN(C)CCC1(O)c1ccc(Cl)cc1. RXN SMILES: [Br:6][c:7]1[cH:8][cH:9][c:10]([Cl:13])[cH:11][cH:12]1.[CH3:14][N:15]1[CH2:16][CH:17]([CH2:22][CH2:23][CH3:24])[C:18](=[O:21])[CH2:19][CH2:20]1.[CH3:1][CH2:2][CH2:3][CH2:4][Li:5].[CH3:25][O:26][C:27]([CH3:28])([CH3:29])[CH3:30]>>[c:7]1([C:18]2([OH:21])[CH:17]([CH2:22][CH2:23][CH3:24])[CH2:16][N:15]([CH3:14])[CH2:20][CH2:19]2)[cH:8][cH:9][c:10]([Cl:13])[cH:11][cH:12]1. Starting materials: N1=C(OCC12N=C(OC2)S)S (3,8-dioxa-1,6-diazaspiro[4,4]nona-1,6-diene-2,7-dithiol), BrCCC(=C(F)F)F (4-bromo-1,1,2-trifluoro-1-butene), C([O-])([O-])=O.[K+].[K+] (potassium carbonate). Run in C(C)#N (acetonitrile). The product is OCC=1N=C(OC1)SCCC(=C(F)F)F (4-hydroxymethyl-2-(3,4,4-trifluoro-3-butenylthio)oxazole). Yield: 74.2%. As a reaction SMILES: N1[C:5]2([CH2:9][O:8][C:7]([SH:10])=[N:6]2)[CH2:4][O:3]C=1S.Br[CH2:13][CH2:14][C:15]([F:19])=[C:16]([F:18])[F:17].C(=O)([O-])[O-].[K+].[K+]>C(#N)C>[OH:3][CH2:4][C:5]1[N:6]=[C:7]([S:10][CH2:13][CH2:14][C:15]([F:19])=[C:16]([F:18])[F:17])[O:8][CH:9]=1 |f:2.3.4|. Procedure: 7.5 g of 3,8-dioxa-1,6-diazaspiro[4,4]nona-1,6-diene-2,7-dithiol, 7.5 g of 4-bromo-1,1,2-trifluoro-1-butene and 7.0 g of potassium carbonate were added to 200 ml of acetonitrile and refluxed for 5 hours. The reaction mixture was cooled to room temperature and filtered by sucction and the filtrate was distilled under reduced pressure. The residue was purified by column chromatography (eluent: ethyl acetate:dichloromethane=1:4) to obtain 7.0 g of 4-hydroxymethyl-2-(3,4,4-trifluoro-3-butenylthio)ox... Starting materials: CCN(C(C)C)C(C)C, Fc1ccc2c(c1Cl)CCN2, ClCCl, O=S(=O)(OS(=O)(=O)C(F)(F)F)C(F)(F)F, O=C1OCCC1O. Yields the product O=C1OCCC1N1CCc2c1ccc(F)c2Cl. As a reaction SMILES: [CH:1]([N:2]([CH2:3][CH3:4])[CH:5]([CH3:6])[CH3:7])([CH3:8])[CH3:9].[Cl:32][c:33]1[c:34]2[c:38]([cH:39][cH:40][c:41]1[F:42])[NH:37][CH2:36][CH2:35]2.[Cl:43][CH2:44][Cl:45].[F:17][C:18]([S:19]([O:20][S:21]([C:22]([F:23])([F:24])[F:25])(=[O:26])=[O:27])(=[O:28])=[O:29])([F:30])[F:31].[OH:10][CH:11]1[C:12](=[O:16])[O:13][CH2:14][CH2:15]1>>[CH:11]1([N:37]2[CH2:36][CH2:35][c:34]3[c:33]([Cl:32])[c:41]([F:42])[cH:40][cH:39][c:38]32)[C:12](=[O:16])[O:13][CH2:14][CH2:15]1. The reactants are S1CCC(CC1)=O (Tetrahydrothiopyran-4-one), C(C=1C(N)=CC=CC1)#N (anthranilonitrile), [OH-].[Na+] (NaOH). Reagents/catalysts: [Cl-].[Cl-].[Zn+2] (ZnCl2). The solvent is CC(CC)=O (2-butanone). Yields the product NC1=C2C(=NC=3C=CC=CC13)CCSC2 (10-Amino-3,4-dihydro-1H-thiopyrano[4,3-b]quinoline). RXN SMILES: [S:1]1[CH2:6][CH2:5][C:4](=O)[CH2:3][CH2:2]1.[C:8](#[N:16])[C:9]1[C:10](=[CH:12][CH:13]=[CH:14][CH:15]=1)[NH2:11].[OH-].[Na+]>[Cl-].[Cl-].[Zn+2].CC(=O)CC>[NH2:16][C:8]1[C:9]2[CH:15]=[CH:14][CH:13]=[CH:12][C:10]=2[N:11]=[C:4]2[CH2:3][CH2:2][S:1][CH2:6][C:5]=12 |f:2.3,4.5.6|. Procedure details: Tetrahydrothiopyran-4-one (10.0 g) was mixed with anthranilonitrile (5.08 g) and the mixture warmed at 60° until a homogeneous solution was obtained. Freshly fused ZnCl2 (8.2 g) was then added portionwise and the temperature of the reaction mixture raised to 120°. After 2 hours it was cooled and distributed between 10% NaOH and 2-butanone. The organic phase was separated, dried, and concentrated and the crude product triturated with Et2O and then passed over a silica gel column (5% Et3N-ethyl ac... The reactants are C([O-])([O-])=O.[Cs+].[Cs+] (Cesium carbonate), teft-butylbromoisobutyrate, COC([C@H](CC1=CN(C2=CC=C(C=C12)O)C)NC(=O)C1=CC2=C(N(C(=N2)C2=COC=C2)C2CCCCC2)C=C1)=O ((S)-2-{[1-(1-Cyclohexyl-2-furan-3-yl-1H-benzimidazol-5-yl)methanoyl]amino}-3-(5-hydroxy-1-methyl-1H-indol-3-yl)-propionic Acid Methyl Ester), CC(=O)C (acetone). Solvent: O (water). Conditions: temperature 60 celsius, time 8 hour. Yields the product COC([C@H](CC1=CN(C2=CC=C(C=C12)OC(C)(C)C(=O)O)C)NC(=O)C1=CC2=C(N(C(=N2)C2=COC=C2)C2CCCCC2)C=C1)=O ((S)-3-[5-(1-Carboxy-1-methyl-ethoxy)-1-methyl-1H-indol-3-yl]-2-{[1-(1-cyclohexyl-2-furan-3-yl-1H-benzimidazol-5-yl)-methanoyl]-amino}-propionic Acid Methyl Ester). RXN SMILES: [CH3:1][O:2][C:3](=[O:40])[C@@H:4]([NH:17][C:18]([C:20]1[CH:39]=[CH:38][C:23]2[N:24]([CH:32]3[CH2:37][CH2:36][CH2:35][CH2:34][CH2:33]3)[C:25]([C:27]3[CH:31]=[CH:30][O:29][CH:28]=3)=[N:26][C:22]=2[CH:21]=1)=[O:19])[CH2:5][C:6]1[C:14]2[C:9](=[CH:10][CH:11]=[C:12]([OH:15])[CH:13]=2)[N:8]([CH3:16])[CH:7]=1.[C:41](=[O:44])([O-])[O-:42].[Cs+].[Cs+].[CH3:47][C:48]([CH3:50])=O>O>[CH3:1][O:2][C:3](=[O:40])[C@@H:4]([NH:17][C:18]([C:20]1[CH:39]=[CH:38][C:23]2[N:24]([CH:32]3[CH2:33][CH2:34][CH2:35][CH2:36][CH2:37]3)[C:25]([C:27]3[CH:31]=[CH:30][O:29][CH:28]=3)=[N:26][C:22]=2[CH:21]=1)=[O:19])[CH2:5][C:6]1[C:14]2[C:9](=[CH:10][CH:11]=[C:12]([O:15][C:48]([C:41]([OH:42])=[O:44])([CH3:50])[CH3:47])[CH:13]=2)[N:8]([CH3:16])[CH:7]=1 |f:1.2.3|. Procedure details: The title compound of example 114 (0.097 g, 0.18 mmol) was dissolved in acetone (1.5 mL). Cesium carbonate (0.175 g, 0.54 mmol) and teft-butylbromoisobutyrate (0.080 g, 0.36 mmol) were added and the mixture stirred at 60° C. overnight in a sealed tube. The reaction mixture was then diluted with water (10 mL) and the product extracted with EtOAc (50 mL). The organic phase was dried (MgSO4), concentrated and the residue purified by flash chromatography using 60-80% EtOAc in hexane as eluent. The p... Reactants: CC(=O)OCCCCCCCc1cc2c(=O)n(CC(O)(Cn3cncn3)c3ccc(F)cc3F)cnc2s1, O=C([O-])[O-], CO, [K+], [K+], O. The product is O=c1c2cc(CCCCCCCO)sc2ncn1CC(O)(Cn1cncn1)c1ccc(F)cc1F. As a reaction SMILES: [C:1](=[O:2])([CH3:3])[O:4][CH2:5][CH2:6][CH2:7][CH2:8][CH2:9][CH2:10][CH2:11][c:12]1[cH:13][c:14]2[c:15]([n:16][cH:17][n:18]([CH2:21][C:22]([CH2:23][n:24]3[n:25][cH:26][n:27][cH:28]3)([OH:29])[c:30]3[c:31]([F:37])[cH:32][c:33]([F:36])[cH:34][cH:35]3)[c:19]2=[O:20])[s:38]1.[C:39](=[O:40])([O-:41])[O-:42].[CH3:45][OH:46].[K+:43].[K+:44].[OH2:47]>>[OH:4][CH2:5][CH2:6][CH2:7][CH2:8][CH2:9][CH2:10][CH2:11][c:12]1[cH:13][c:14]2[c:15]([n:16][cH:17][n:18]([CH2:21][C:22]([CH2:23][n:24]3[n:25][cH:26][n:27][cH:28]3)([OH:29])[c:30]3[c:31]([F:37])[cH:32][c:33]([F:36])[cH:34][cH:35]3)[c:19]2=[O:20])[s:38]1.